Dataset: the Open Reaction Database (ORD), a public repository of structured organic reaction records. Task: describe an organic reaction: reactants, conditions, products, and yield Starting materials: COC(=O)[C@@H]1CC[C@H](CC1)C(=O)O (trans-4-(methoxycarbonyl)cyclohexanecarboxylic acid), [Cl-].[NH4+] (ammonium chloride), C(C)[Zn]CC (diethylzinc), CN(C)C=O (DMF), C(C(=O)Cl)(=O)Cl (oxalyl chloride). The reagents and catalysts are Cl[Pd]Cl.C1(=CC=CC=C1)P([C-]1C=CC=C1)C1=CC=CC=C1.[C-]1(C=CC=C1)P(C1=CC=CC=C1)C1=CC=CC=C1.[Fe+2] ([1,1′-Bis(diphenylphosphino)ferrocene]-dichloropalladium(II)). The solvent is O1CCCC1 (tetrahydrofuran), O1CCCC1 (tetrahydrofuran), ClCCl (Dichloromethane), C(C)OCC (diethyl ether). Run at temperature 0 celsius, time 14 hour. Product: C(CC)(=O)[C@@H]1CC[C@H](CC1)C(=O)OC (methyl trans-4-propanoylcyclohexanecarboxylate). Reaction SMILES: [CH3:1][O:2][C:3]([C@H:5]1[CH2:10][CH2:9][C@H:8]([C:11]([OH:13])=O)[CH2:7][CH2:6]1)=[O:4].CN(C=O)C.[C:19](Cl)(=O)[C:20](Cl)=O.C([Zn]CC)C.[Cl-].[NH4+]>C(OCC)C.Cl[Pd]Cl.C1(P(C2C=CC=CC=2)[C-]2C=CC=C2)C=CC=CC=1.[C-]1(P(C2C=CC=CC=2)C2C=CC=CC=2)C=CC=C1.[Fe+2].O1CCCC1.ClCCl>[C:11]([C@H:8]1[CH2:7][CH2:6][C@H:5]([C:3]([O:2][CH3:1])=[O:4])[CH2:10][CH2:9]1)(=[O:13])[CH2:19][CH3:20] |f:4.5,7.8.9.10|. Procedure details: A dry round bottom flask was charged with trans-4-(methoxycarbonyl)cyclohexanecarboxylic acid (2.00 g, 10.74 mmol) and the reaction vessel was placed under an atmosphere of argon (3× vacuum/argon cycle). Dichloromethane (11 mL) was added followed by DMF (0.01 mL, 0.129 mmol). The reaction was cooled to 0° C. in an ice bath, then oxalyl chloride (1.00 mL, 11.42 mmoles) was added drop-wise. The ice bath was removed after 1 hour and the reaction was stirred at ambient temperature for 14 hours as gr...